From a dataset of the Open Reaction Database (ORD), a public repository of structured organic reaction records. describe an organic reaction: reactants, conditions, products, and yield Starting materials: CC1(C=2C=CC(=CC2C(CC1)(C)C)CBr)C ((5,5,8,8-tetramethyl-5,6,7,8-tetrahydronaphthalen-2-yl) bromomethane), C(C)#N (acetonitrile), CCOC(=O)C (EtOAc). Reagents/catalysts: [C-]#N.C(C)[N+](CC)(CC)CC (tetraethylammonium cyanide). Run at time 8 hour. Product: CC1(C=2C=CC(=CC2C(CC1)(C)C)CC#N)C ((5,5,8,8-tetramethyl-5,6,7,8-tetrahydronaphthalen-2-yl) acetonitrile). Isolated yield 78.0%. As a reaction SMILES: [CH3:1][C:2]1([CH3:16])[CH2:11][CH2:10][C:9]([CH3:13])([CH3:12])[C:8]2[CH:7]=[C:6]([CH2:14]Br)[CH:5]=[CH:4][C:3]1=2.CCOC(C)=O.[C:23](#[N:25])C>[C-]#N.C([N+](CC)(CC)CC)C>[CH3:1][C:2]1([CH3:16])[CH2:11][CH2:10][C:9]([CH3:13])([CH3:12])[C:8]2[CH:7]=[C:6]([CH2:14][C:23]#[N:25])[CH:5]=[CH:4][C:3]1=2 |f:3.4|. Procedure details: To a solution of (5,5,8,8-tetramethyl-5,6,7,8-tetrahydronaphthalen-2-yl) bromomethane (21) (100 mg, 0.44 mmol) in acetonitrile (2 mL) was added tetraethylammonium cyanide (83 mg, 0.53 mmol). The resulting golden yellow solution was stirred at rt overnight. The solvent was removed in vacuo and to give a residue that was subjected to chromatograpy (10% EtOAc/90% hexane) to give 59 mg (78%) of (5,5,8,8-tetramethyl-5,6,7,8-tetrahydronaphthalen-2-yl) acetonitrile (22). 1H NMR (400 MHz, CDCl3) δ7.31 (... The reactants are CC(C)OC(C)C, CC(C)c1ccc(C=CCO)cc1, O, BrP(Br)Br. Product: CC(C)c1ccc(C=CCBr)cc1. RXN SMILES: [CH:19]([O:20][CH:21]([CH3:22])[CH3:23])([CH3:24])[CH3:25].[CH:1]([CH3:2])([CH3:3])[c:4]1[cH:5][cH:6][c:7]([CH:10]=[CH:11][CH2:12][OH:13])[cH:8][cH:9]1.[OH2:18].[P:14]([Br:15])([Br:16])[Br:17]>>[CH:1]([CH3:2])([CH3:3])[c:4]1[cH:5][cH:6][c:7]([CH:10]=[CH:11][CH2:12][Br:15])[cH:8][cH:9]1.